Dataset: the Open Reaction Database (ORD), a public repository of structured organic reaction records. Task: describe an organic reaction: reactants, conditions, products, and yield The reactants are CC1(OCCO1)C1=CC=C(O1)CN1N=CC(=C1)N (1-[5-(2-methyl-[1,3]dioxolan-2-yl)-furan-2-ylmethyl]-1H-pyrazol-4-ylamine), FC1=C(C=CC(=C1F)C(F)(F)F)/C=C/C(=O)O ((E)-3-(2,3-difluoro-4-trifluoromethyl-phenyl)-acrylic acid), 01b. The product is C(C)(=O)C1=CC=C(O1)CN1N=CC(=C1)NC(\C=C\C1=C(C(=C(C=C1)C(F)(F)F)F)F)=O ((E)-N-[1-(5-Acetyl-furan-2-ylmethyl)-1H-pyrazol-4-yl]-3-(2,3-difluoro-4-trifluoromethyl-phenyl)-acrylamide). Reaction SMILES: [CH3:1][C:2]1([C:7]2[O:11][C:10]([CH2:12][N:13]3[CH:17]=[C:16]([NH2:18])[CH:15]=[N:14]3)=[CH:9][CH:8]=2)[O:6]CCO1.[F:19][C:20]1[C:25]([F:26])=[C:24]([C:27]([F:30])([F:29])[F:28])[CH:23]=[CH:22][C:21]=1/[CH:31]=[CH:32]/[C:33](O)=[O:34]>>[C:2]([C:7]1[O:11][C:10]([CH2:12][N:13]2[CH:17]=[C:16]([NH:18][C:33](=[O:34])/[CH:32]=[CH:31]/[C:21]3[CH:22]=[CH:23][C:24]([C:27]([F:28])([F:29])[F:30])=[C:25]([F:26])[C:20]=3[F:19])[CH:15]=[N:14]2)=[CH:9][CH:8]=1)(=[O:6])[CH3:1]. Procedure details: Following general procedure B followed by T, starting from 1-[5-(2-methyl-[1,3]dioxolan-2-yl)-furan-2-ylmethyl]-1H-pyrazol-4-ylamine and (E)-3-(2,3-difluoro-4-trifluoromethyl-phenyl)-acrylic acid. LC-MS-conditions 01b: tR=0.97 min; [M+H]+=440.1. Reactants: ClS(=O)(=O)C[C@@H](C(=O)OCC1=CC=CC=C1)C (benzyl 3-chlorosulfonyl-2(R)-methylpropionate), CNC (dimethylamine). Solvent: C(Cl)Cl (CH2Cl2). Run at temperature -78 celsius. Product: CN(S(=O)(=O)C[C@@H](C(=O)OCC1=CC=CC=C1)C)C (benzyl 3-[(dimethylamino)sulfonyl]-2(R)-methylpropionate). Reaction SMILES: Cl[S:2]([CH2:5][C@H:6]([CH3:17])[C:7]([O:9][CH2:10][C:11]1[CH:16]=[CH:15][CH:14]=[CH:13][CH:12]=1)=[O:8])(=[O:4])=[O:3].[CH3:18][NH:19][CH3:20]>C(Cl)Cl>[CH3:18][N:19]([CH3:20])[S:2]([CH2:5][C@H:6]([CH3:17])[C:7]([O:9][CH2:10][C:11]1[CH:16]=[CH:15][CH:14]=[CH:13][CH:12]=1)=[O:8])(=[O:4])=[O:3]. Procedure: A 100 mL round bottomed flask equipped with magnetic stir bar was charged with 1.7 g benzyl 3-chlorosulfonyl-2(R)-methylpropionate from Example 3 in 25 mL CH2Cl2. The solution was cooled to −78° C. and 15 mL of anhydrous dimethylamine was slowly added. After 30 minutes the reaction was concentrated in vacuo and the residue was partioned between EA/H2O. The organic phase was dried, concentrated in vacuo to yield 1.4 g of benzyl 3-[(dimethylamino)sulfonyl]-2(R)-methylpropionate as a clear amber oi... The reactants are COC1=C(C=CC=C1)C1=CC=C2C=NC(=NN21)NC2=C(C=C(C=C2)C2CCNCC2)OC ([7-(2-Methoxy-phenyl)-pyrrolo[2,1-f][1,2,4]triazin-2-yl]-(2-methoxy-4-piperidin-4-yl-phenyl)-amine), C1[C@@H](C)O1 ((R)-(−)-Propylene oxide). Solvent: O1CCCC1 (tetrahydrofuran). Conditions: temperature 50 celsius, time 8 hour. The product is COC=1C=C(C=CC1NC1=NN2C(C=N1)=CC=C2C2=C(C=CC=C2)OC)C2CCN(CC2)C[C@@H](C)O ((R)-1-(4-{3-methoxy-4-[7-(2-methoxy-phenyl)-pyrrolo[2,1-f][1,2,4]triazin-2-ylamino]-phenyl}-piperidin-1-yl)-propan-2-ol). The yield is 49.1%. Reaction SMILES: [CH3:1][O:2][C:3]1[CH:8]=[CH:7][CH:6]=[CH:5][C:4]=1[C:9]1[N:17]2[C:12]([CH:13]=[N:14][C:15]([NH:18][C:19]3[CH:24]=[CH:23][C:22]([CH:25]4[CH2:30][CH2:29][NH:28][CH2:27][CH2:26]4)=[CH:21][C:20]=3[O:31][CH3:32])=[N:16]2)=[CH:11][CH:10]=1.[CH2:33]1[O:36][C@@H:34]1[CH3:35]>O1CCCC1>[CH3:32][O:31][C:20]1[CH:21]=[C:22]([CH:25]2[CH2:30][CH2:29][N:28]([CH2:33][C@H:34]([OH:36])[CH3:35])[CH2:27][CH2:26]2)[CH:23]=[CH:24][C:19]=1[NH:18][C:15]1[N:14]=[CH:13][C:12]2=[CH:11][CH:10]=[C:9]([C:4]3[CH:5]=[CH:6][CH:7]=[CH:8][C:3]=3[O:2][CH3:1])[N:17]2[N:16]=1. Reported procedure: [7-(2-Methoxy-phenyl)-pyrrolo[2,1-f][1,2,4]triazin-2-yl]-(2-methoxy-4-piperidin-4-yl-phenyl)-amine (70.00 mg, 0.163 mmol) was dissolved in tetrahydrofuran (0.300 mL) and the reaction mixture was placed in a sealed tube. (R)-(−)-Propylene oxide (14.2 mg, 0.244 mmol) was then added at room temperature and the reaction was next stirred overnight at 50° C. The solvent was evaporated under reduced pressure and the product was isolated by flash column chromatography (Silicagel, methanol/dichloromethan... The reactants are C1CCC2=NCCCN2CC1, C1CCOC1, CC(Cc1cccc(CO)c1)Nc1nccc(N2CCCn3c2nc(-c2ccccc2)cc3=O)n1, [N-]=[N+]=NP(=O)(c1ccccc1)c1ccccc1. The product is CC(Cc1cccc(CN=[N+]=[N-])c1)Nc1nccc(N2CCCn3c2nc(-c2ccccc2)cc3=O)n1. RXN SMILES: [N:36]12[CH2:37][CH2:38][CH2:39][N:40]=[C:41]1[CH2:42][CH2:43][CH2:44][CH2:45][CH2:46]2.[O:64]1[CH2:65][CH2:66][CH2:67][CH2:68]1.[OH:1][CH2:2][c:3]1[cH:4][c:5]([CH2:9][CH:10]([CH3:11])[NH:12][c:13]2[n:14][cH:15][cH:16][c:17]([N:19]3[CH2:20][CH2:21][CH2:22][n:23]4[c:24]3[n:25][c:26](-[c:30]3[cH:31][cH:32][cH:33][cH:34][cH:35]3)[cH:27][c:28]4=[O:29])[n:18]2)[cH:6][cH:7][cH:8]1.[c:47]1([P:48]([c:49]2[cH:50][cH:51][cH:52][cH:53][cH:54]2)(=[O:55])[N:61]=[N+:62]=[N-:63])[cH:56][cH:57][cH:58][cH:59][cH:60]1>>[CH2:2]([c:3]1[cH:4][c:5]([CH2:9][CH:10]([CH3:11])[NH:12][c:13]2[n:14][cH:15][cH:16][c:17]([N:19]3[CH2:20][CH2:21][CH2:22][n:23]4[c:24]3[n:25][c:26](-[c:30]3[cH:31][cH:32][cH:33][cH:34][cH:35]3)[cH:27][c:28]4=[O:29])[n:18]2)[cH:6][cH:7][cH:8]1)[N:61]=[N+:62]=[N-:63]. Starting materials: CC(=O)O, COc1cccc(Oc2cc(-n3c(=O)cc(C(F)(F)F)n(C)c3=O)c(F)cc2[N+](=O)[O-])c1, [Fe], O. Yields the product COc1cccc(Oc2cc(-n3c(=O)cc(C(F)(F)F)n(C)c3=O)c(F)cc2N)c1. As a reaction SMILES: [CH3:34][C:35](=[O:36])[OH:37].[F:1][c:2]1[c:3](-[n:20]2[c:21](=[O:32])[n:22]([CH3:31])[c:23]([C:27]([F:28])([F:29])[F:30])[cH:24][c:25]2=[O:26])[cH:4][c:5]([O:11][c:12]2[cH:13][c:14]([O:18][CH3:19])[cH:15][cH:16][cH:17]2)[c:6]([N+:8]([O-:9])=[O:10])[cH:7]1.[Fe:38].[OH2:33]>>[F:1][c:2]1[c:3](-[n:20]2[c:21](=[O:32])[n:22]([CH3:31])[c:23]([C:27]([F:28])([F:29])[F:30])[cH:24][c:25]2=[O:26])[cH:4][c:5]([O:11][c:12]2[cH:13][c:14]([O:18][CH3:19])[cH:15][cH:16][cH:17]2)[c:6]([NH2:8])[cH:7]1.